From a dataset of the Open Reaction Database (ORD), a public repository of structured organic reaction records. describe an organic reaction: reactants, conditions, products, and yield The reactants are C(C1=CC=CC=C1)OC1=CC(N(C=C1)C1=CC=2N(C=C1)C1=C(N2)CCN(C1)C(=O)OC(C)(C)C)=O (tert-Butyl 7-(4-(benzyloxy)-2-oxopyridin-1(2H)-yl)-3,4-dihydropyrido[4′,3′:4,5]imidazo[1,2-a]pyridine-2(1H)-carboxylate), Cl (hydrochloride). The product is Cl.C(C1=CC=CC=C1)OC1=CC(N(C=C1)C1=CC=2N(C=C1)C1=C(N2)CCNC1)=O (4-(Benzyloxy)-1-(1,2,3,4-tetrahydropyrido[4′,3′:4,5]imidazo[1,2-a]pyridin-7-yl)pyridin-2(1H)-one hydrochloride). Isolated yield 82.0%. Reaction SMILES: [CH2:1]([O:8][C:9]1[CH:14]=[CH:13][N:12]([C:15]2[CH:20]=[CH:19][N:18]3[C:21]4[CH2:27][N:26](C(OC(C)(C)C)=O)[CH2:25][CH2:24][C:22]=4[N:23]=[C:17]3[CH:16]=2)[C:11](=[O:35])[CH:10]=1)[C:2]1[CH:7]=[CH:6][CH:5]=[CH:4][CH:3]=1.[ClH:36]>>[ClH:36].[CH2:1]([O:8][C:9]1[CH:14]=[CH:13][N:12]([C:15]2[CH:20]=[CH:19][N:18]3[C:21]4[CH2:27][NH:26][CH2:25][CH2:24][C:22]=4[N:23]=[C:17]3[CH:16]=2)[C:11](=[O:35])[CH:10]=1)[C:2]1[CH:3]=[CH:4][CH:5]=[CH:6][CH:7]=1 |f:2.3|. Procedure: tert-Butyl 7-(4-(benzyloxy)-2-oxopyridin-1(2H)-yl)-3,4-dihydropyrido[4′,3′:4,5]imidazo[1,2-a]pyridine-2(1H)-carboxylate (482 mg, 1.02 mmol) was deprotected and converted to the hydrochloride according to Example 18 (step h) to provide the title compound (340 mg, 82%) as a white solid: mp 280° C. dec; 1H NMR (500 MHz, DMSO-d6) δ 9.93 (s, 2H), 8.54 (d, J=7.2 Hz, 1H), 7.77 (s, 1H), 7.69 (d, J=7.6 Hz, 1H), 7.47-7.34 (m, 5H), 7.23 (d, J=6.6 Hz, 1H), 6.19 (dd, J=7.6, 2.5 Hz, 1H), 6.02 (d, J=2.5 Hz, 1H... Starting materials: F[B-](F)(F)F, [H+], O=N[O-], COC(=O)c1cc(Cl)ccc1Oc1ccc(N)cn1, [Na+], O. Yields the product COC(=O)c1cc(Cl)ccc1Oc1ccc(F)cn1. Reaction SMILES: [F:25][B-:26]([F:27])([F:28])[F:29].[H+:24].[N:1]([O-:2])=[O:3].[NH2:5][c:6]1[cH:7][cH:8][c:9]([O:12][c:13]2[c:14]([C:15](=[O:16])[O:17][CH3:18])[cH:19][c:20]([Cl:23])[cH:21][cH:22]2)[n:10][cH:11]1.[Na+:4].[OH2:30]>>[c:6]1([F:25])[cH:7][cH:8][c:9]([O:12][c:13]2[c:14]([C:15](=[O:16])[O:17][CH3:18])[cH:19][c:20]([Cl:23])[cH:21][cH:22]2)[n:10][cH:11]1. The reactants are FC(C(=O)O)(F)F (trifluoroacetic acid), NC=1SC=C(N1)/C(/C(=O)N[C@H]1[C@@H]2N(C(=C(CS2)SCC2=CN=NS2)C(=O)OC(C2=CC=CC=C2)C2=CC=CC=C2)C1=O)=N/OC (diphenylmethyl 7β-[2-(2-aminothiazol-4-yl)-2-(Z)-(methoxyimino)acetamido]-3-[(1,2,3-thiadiazol-5-yl)methylthio]-3-cephem-4-carboxylate), C(C)(C)O (isopropanol). The solvent is C1(=CC=CC=C1)OC (anisole), ClCCl (dichloromethane). Conditions: time 1 hour. Yields the product NC=1SC=C(N1)/C(/C(=O)N[C@H]1[C@@H]2N(C(=C(CS2)SCC2=CN=NS2)C(=O)O)C1=O)=N/OC (7β-[2-(2-aminothiazol-4-yl)-2-(Z)-(methoxyimino)acetamido]-3-[(1,2,3-thiadiazol-5-yl)methylthio]-3-cephem-4-carboxylic acid). The yield is 25.1%. RXN SMILES: FC(F)(F)C(O)=O.[NH2:8][C:9]1[S:10][CH:11]=[C:12](/[C:14](=[N:50]/[O:51][CH3:52])/[C:15]([NH:17][C@@H:18]2[C:48](=[O:49])[N:20]3[C:21]([C:32]([O:34]C(C4C=CC=CC=4)C4C=CC=CC=4)=[O:33])=[C:22]([S:25][CH2:26][C:27]4[S:31][N:30]=[N:29][CH:28]=4)[CH2:23][S:24][C@H:19]23)=[O:16])[N:13]=1.C(O)(C)C>C1(OC)C=CC=CC=1.ClCCl>[NH2:8][C:9]1[S:10][CH:11]=[C:12](/[C:14](=[N:50]/[O:51][CH3:52])/[C:15]([NH:17][C@@H:18]2[C:48](=[O:49])[N:20]3[C:21]([C:32]([OH:34])=[O:33])=[C:22]([S:25][CH2:26][C:27]4[S:31][N:30]=[N:29][CH:28]=4)[CH2:23][S:24][C@H:19]23)=[O:16])[N:13]=1. Procedure: Under nitrogen atmosphere, trifluoroacetic acid (2.0 ml) was added dropwise to a solution of diphenylmethyl 7β-[2-(2-aminothiazol-4-yl)-2-(Z)-(methoxyimino)acetamido]-3-[(1,2,3-thiadiazol-5-yl)methylthio]-3-cephem-4-carboxylate (1.02 g) in anisole (1.0 ml) and dichloromethane (3.0 ml) under ice cooling. The mixture was stirred for 1 hour at room temperature, and then poured into 150 ml of isopropanol. The resulting precipitate was collected by filtration and treated on HP-20 (eluent: water-metha... The reactants are CC(=O)CC(=O)OC(C)(C)C, [Li]CCCC, CCCCCC, Cl, Cn1nnnc1C(C=CC=O)=C(c1ccc(F)cc1)c1ccc(F)cc1, [H-], [Na+], C1CCOC1. The product is Cn1nnnc1C(C=CC(O)CC(=O)CC(=O)OC(C)(C)C)=C(c1ccc(F)cc1)c1ccc(F)cc1. As a reaction SMILES: [C:1]([CH2:2][C:3](=[O:4])[CH3:5])(=[O:6])[O:7][C:8]([CH3:9])([CH3:10])[CH3:11].[CH2:14]([Li:15])[CH2:16][CH2:17][CH3:18].[CH3:51][CH2:52][CH2:53][CH2:54][CH2:55][CH3:56].[ClH:45].[F:19][c:20]1[cH:21][cH:22][c:23]([C:26](=[C:27]([CH:28]=[CH:29][CH:30]=[O:31])[c:32]2[n:33][n:34][n:35][n:36]2[CH3:37])[c:38]2[cH:39][cH:40][c:41]([F:44])[cH:42][cH:43]2)[cH:24][cH:25]1.[H-:12].[Na+:13].[O:46]1[CH2:47][CH2:48][CH2:49][CH2:50]1>>[C:1]([CH2:2][C:3](=[O:4])[CH2:5][CH:30]([CH:29]=[CH:28][C:27](=[C:26]([c:23]1[cH:22][cH:21][c:20]([F:19])[cH:25][cH:24]1)[c:38]1[cH:39][cH:40][c:41]([F:44])[cH:42][cH:43]1)[c:32]1[n:33][n:34][n:35][n:36]1[CH3:37])[OH:31])(=[O:6])[O:7][C:8]([CH3:9])([CH3:10])[CH3:11]. The reactants are BrBr (bromine), CO (methanol), BrBr (bromine), NN (hydrazine), S1C(=CC=C1)S(=O)(=O)Cl (2-thiophenesulfonyl chloride). Solvent: O (water), C(Cl)(Cl)Cl (chloroform). Reaction conditions: temperature 7 celsius. The product is S1C(=CC=C1)S(=O)(=O)Br (2-Thiophenesulfonyl Bromide). Isolated yield 67.5%. Reaction SMILES: CO.NN.[S:5]1[CH:9]=[CH:8][CH:7]=[C:6]1[S:10](Cl)(=[O:12])=[O:11].[Br:14]Br>C(Cl)(Cl)Cl.O>[S:5]1[CH:9]=[CH:8][CH:7]=[C:6]1[S:10]([Br:14])(=[O:12])=[O:11]. Procedure: In a 500 ml Erlenmeyer flask equipped with a magnetic stirrer and a thermometer were placed 200 ml of methanol and 6.80 g (0.20 mol) of 95% hydrazine. This solution wa cooled to 7° C. and 18.26 g (0.10 mol) of 2-thiophenesulfonyl chloride was added portion-wise in such a manner that the temperature did not exceed 15° C. After the addition was complete, the reaction mixture was allowed to warm to room temperature. The methanol was removed in vacuo leaving a mixture of a heavy oil and a fluffy sol... The reactants are ClCCl, Cc1cc2c(cc1F)[nH]c(=O)n2C1CCN(C(=O)OC(C)(C)C)CC1, O=C(O)C(F)(F)F. Product: Cc1cc2c(cc1F)[nH]c(=O)n2C1CCNCC1. Reaction SMILES: [Cl:33][CH2:34][Cl:35].[F:1][c:2]1[cH:3][c:4]2[c:5]([n:6]([CH:10]3[CH2:11][CH2:12][N:13]([C:16]([O:17][C:18]([CH3:19])([CH3:20])[CH3:21])=[O:22])[CH2:14][CH2:15]3)[c:7](=[O:9])[nH:8]2)[cH:23][c:24]1[CH3:25].[OH:26][C:27]([C:28]([F:29])([F:30])[F:31])=[O:32]>>[F:1][c:2]1[cH:3][c:4]2[c:5]([n:6]([CH:10]3[CH2:11][CH2:12][NH:13][CH2:14][CH2:15]3)[c:7](=[O:9])[nH:8]2)[cH:23][c:24]1[CH3:25]. Reactants: OCC1=NC=C(C=C1)C (2-hydroxymethyl-5-methyl pyridine), C(C)(=O)OCC1=NC=C(C=C1)CC (2-acetoxymethyl-5-ethyl pyridine). Product: OCC1=NC=C(C=C1)CC (2-hydroxymethyl-5-ethyl pyridine). Yield: 84.8%. As a reaction SMILES: OCC1C=CC(C)=CN=1.C([O:13][CH2:14][C:15]1[CH:20]=[CH:19][C:18]([CH2:21][CH3:22])=[CH:17][N:16]=1)(=O)C>>[OH:13][CH2:14][C:15]1[CH:20]=[CH:19][C:18]([CH2:21][CH3:22])=[CH:17][N:16]=1. Procedure: This synthesis was performed analogously to the synthesis reported for 2-hydroxymethyl-5-methyl pyridine. Starting from 2-acetoxymethyl-5-ethyl pyridine (40 g, 223 mmol), pure 2-hydroxymethyl-5-ethyl pyridine (26.02 g, 189 mmol, 85%) was obtained as a slightly yellow oil. Reactants: COC(=O)C=1C=NC(=CC1)Br (6-bromopyridine-3-carboxylic acid methyl ester), FC1=CC=C(C=C1)B(O)O (4-fluorophenylboronic acid), [F-].[Cs+] (cesium fluoride). The reagents and catalysts are CC(=O)[O-].CC(=O)[O-].[Pd+2] (Pd(OAc)2). Run in CN(C=O)C (dimethylformamide), O (water), C(C)(=O)OCC (ethyl acetate). Run at temperature 80 celsius, time 17 hour. Product: COC(=O)C=1C=NC(=CC1)C1=CC=C(C=C1)F (6-(4-fluorophenyl)pyridine-3-carboxylic acid methyl ester). RXN SMILES: [CH3:1][O:2][C:3]([C:5]1[CH:6]=[N:7][C:8](Br)=[CH:9][CH:10]=1)=[O:4].[F:12][C:13]1[CH:18]=[CH:17][C:16](B(O)O)=[CH:15][CH:14]=1.[F-].[Cs+]>CN(C)C=O.O.C(OCC)(=O)C.CC([O-])=O.CC([O-])=O.[Pd+2]>[CH3:1][O:2][C:3]([C:5]1[CH:6]=[N:7][C:8]([C:16]2[CH:17]=[CH:18][C:13]([F:12])=[CH:14][CH:15]=2)=[CH:9][CH:10]=1)=[O:4] |f:2.3,7.8.9|. Procedure: Combine 6-bromopyridine-3-carboxylic acid methyl ester (1.03 g, 4.78 mmol), 4-fluorophenylboronic acid (1.88 g, 13.41 mmol), and cesium fluoride (2.55 g, 16.78 mmol) in dimethylformamide (25 mL) and water (4 mL) with stirring. Place the hetereogeneous reaction mixture, open to the air, in an oil bath maintained at 80° C. After 5 minutes of heating, add Pd(OAc)2 (150 mg, 0.67 mmol) in one portion. After 17 hours, cool the reaction to room temperature, dilute with ethyl acetate and filter through ... Reactants: C(C)(C)N(CC)C(C)C (diisopropylethylamine), CI (MeI), C(C)(=O)NC1=C(C=C(C(=O)O)C=C1[N+](=O)[O-])O (4-(Acetylamino)-3-Hydroxy-5-Nitrobenzoic Acid). Solvent: CN(C)C=O (DMF). The product is C(C)(=O)NC1=C(C=C(C(=O)OC)C=C1)[N+](=O)[O-] (Methyl 4-(Acetylamino)-3-Nitrobenzoate). The yield is 94.1%. As a reaction SMILES: [C:1]([NH:4][C:5]1[C:13]([N+:14]([O-:16])=[O:15])=[CH:12][C:8]([C:9]([OH:11])=[O:10])=[CH:7][C:6]=1O)(=[O:3])[CH3:2].[CH:18](N(C(C)C)CC)(C)C.CI>CN(C=O)C>[C:1]([NH:4][C:5]1[CH:6]=[CH:7][C:8]([C:9]([O:11][CH3:18])=[O:10])=[CH:12][C:13]=1[N+:14]([O-:16])=[O:15])(=[O:3])[CH3:2]. Procedure details: Compound 107 (1.50 g, 6.69 mmol) was dissolved in DMF (25 mL), and diisopropylethylamine (16.0, 92.7 mmol) and MeI (2.3 mL, 39 mmol) were added. The solid which formed was filtered and the filtrate was concentrated to dryness on a rotary evaporator to provide 15 (1.50 g, 94.3%) as a yellow solid: mp 123°-124° C. (ethanol). The literature (Appleton et al., 1970) reports mp 127° C. Starting materials: product, C(C)(=O)O[C@H](C#CCN(C#N)CCCCCCC(=O)OCC)CCCCC (ethyl 7-[N-(4(S)-acetoxy-2-nonynyl)cyanamido]heptanoate), ClCCCC(CCCCC)OC(C)=O (1-chloro-4-acetoxynonane), BrCC#C[C@H](CCCCC)OC(C)=O (1-bromo-4(S)-acetoxy-2-nonyne). Yields the product O[C@@H](C#CCN(C#N)CCCCCCC(=O)O)CCCCC (7-[N-(4-(R)-hydroxy-2-nonynyl)cyanamido]heptanoic acid), O[C@@H](C#CCN(C(=O)N)CCCCCCC(=O)O)CCCCC (7-[1-(4(R)-hydroxy-2-nonynyl)ureido]heptanoic acid). RXN SMILES: ClCCCC([O:11]C(=O)C)CCCCC.BrCC#C[C@@H](OC(=O)C)CCCCC.C([O:32][C@@H:33]([CH2:51][CH2:52][CH2:53][CH2:54][CH3:55])[C:34]#[C:35][CH2:36][N:37]([CH2:40][CH2:41][CH2:42][CH2:43][CH2:44][CH2:45][C:46]([O:48]CC)=[O:47])[C:38]#[N:39])(=O)C>>[OH:32][C@H:33]([CH2:51][CH2:52][CH2:53][CH2:54][CH3:55])[C:34]#[C:35][CH2:36][N:37]([CH2:40][CH2:41][CH2:42][CH2:43][CH2:44][CH2:45][C:46]([OH:48])=[O:47])[C:38]#[N:39].[OH:32][C@H:33]([CH2:51][CH2:52][CH2:53][CH2:54][CH3:55])[C:34]#[C:35][CH2:36][N:37]([CH2:40][CH2:41][CH2:42][CH2:43][CH2:44][CH2:45][C:46]([OH:48])=[O:47])[C:38]([NH2:39])=[O:11]. Reported procedure: The synthesis of this compound is carried out as described in Example 1 except that, in Step a, the 1-chloro-4-acetoxynonane is replaced by an equimolar amount of 1-bromo-4(S)-acetoxy-2-nonyne (Example K). The product of Step A is thus ethyl 7-[N-(4(S)-acetoxy-2-nonynyl)cyanamido]heptanoate. The subsequent steps yield 7-[N-(4(S)-hydroxy-2-nonynyl)-cyanamido]heptanoic acid (B) and 7-[1-(4(S)-hydroxy-2-nonynyl)ureido]heptanoic acid (C). The product of Step C is hydrogenated over a platinum on char...